From a dataset of the Open Reaction Database (ORD), a public repository of structured organic reaction records. describe an organic reaction: reactants, conditions, products, and yield The reactants are BrC1=CC(=C(C(=C1)[N+](=O)[O-])C)OC (4-bromo-2-methoxy-6-nitrotoluene), C(C)(=O)O (acetic acid). The reagents and catalysts are [Fe] (iron). Solvent: C(C)(=O)OCC (Ethyl acetate). Reaction conditions: time 24 hour. Yields the product BrC=1C=C(C(=C(N)C1)C)OC (5-bromo-3-methoxy-2-methylaniline). RXN SMILES: [Br:1][C:2]1[CH:7]=[C:6]([N+:8]([O-])=O)[C:5]([CH3:11])=[C:4]([O:12][CH3:13])[CH:3]=1.C(O)(=O)C>[Fe].C(OCC)(=O)C>[Br:1][C:2]1[CH:3]=[C:4]([O:12][CH3:13])[C:5]([CH3:11])=[C:6]([CH:7]=1)[NH2:8]. Procedure details: A heterogeneous reaction mixture of 4-bromo-2-methoxy-6-nitrotoluene (500 mg, 2.032 mmol), acetic acid (20 ml), and iron (1135 mg, 20.32 mmol) was stirred at rt for 24 hr. Ethyl acetate was added, then the mixture was filtered through celite and the filtrate concentrated. The residue was partitioned between ethyl acetate and saturated aqueous sodium bicarbonate solution. The aqueous layer was extracted with further ethyl acetate. The combined organic phases were washed with water and brine, then... Starting materials: C(C)(=O)C(CCCCCCC(=O)OCC)(CCCC(CCCCC)OC(C)=O)C (ethyl 8-acetyl-8-methyl-12-acetoxyheptadecanoate), C(C)(=O)C(CCCCCCC(=O)OCC)CCCC(CCCCC)OC(C)=O (ethyl 8-acetyl-12-acetoxyheptadecanoate). Product: C(C)(=O)C(CCCCCCC(=O)O)(CCCC(CCCCC)O)C (8-acetyl-8-methyl-12-hydroxyheptadecanoic acid). Reaction SMILES: [C:1]([C:4]([CH3:29])([CH2:16][CH2:17][CH2:18][CH:19]([O:25]C(=O)C)[CH2:20][CH2:21][CH2:22][CH2:23][CH3:24])[CH2:5][CH2:6][CH2:7][CH2:8][CH2:9][CH2:10][C:11]([O:13]CC)=[O:12])(=[O:3])[CH3:2].C(C(CCCC(OC(=O)C)CCCCC)CCCCCCC(OCC)=O)(=O)C>>[C:1]([C:4]([CH3:29])([CH2:16][CH2:17][CH2:18][CH:19]([OH:25])[CH2:20][CH2:21][CH2:22][CH2:23][CH3:24])[CH2:5][CH2:6][CH2:7][CH2:8][CH2:9][CH2:10][C:11]([OH:13])=[O:12])(=[O:3])[CH3:2]. Procedure: By following the hydrolytic procedure described in Example 1, Step D, but substituting an equimolar amount of ethyl 8-acetyl-8-methyl-12-acetoxyheptadecanoate for the ethyl 8-acetyl-12-acetoxyheptadecanoate of the example, there is obtained 8-acetyl-8-methyl-12-hydroxyheptadecanoic acid as a colorless viscous oil. The reactants are C1(CCCC1)N1C(C(=CC2=C1N=C(N=C2C)SC)C=2C=NNC2)=O (8-Cyclopentyl-4-methyl-2-methylsulfanyl-6-(1H-pyrazol-4-yl)-8H-pyrido[2,3-d]pyrimidin-7-one), CC1(OC1)C (2,2-Dimethyl-oxirane), C([O-])([O-])=O.[K+].[K+] (potassium carbonate). Run in CS(=O)C (DMSO). Run at time 2 hour. The product is C1(CCCC1)N1C(C(=CC2=C1N=C(N=C2C)SC)C=2C=NN(C2)CC(C)(C)O)=O (8-Cyclopentyl-6-[1-(2-hydroxy-2-methyl-propyl)-1H-pyrazol-4-yl]-4-methyl-2-methylsulfanyl-8H-pyrido[2,3-d]pyrimidin-7-one). Yield: 12.0%. RXN SMILES: [CH:1]1([N:6]2[C:11]3[N:12]=[C:13]([S:17][CH3:18])[N:14]=[C:15]([CH3:16])[C:10]=3[CH:9]=[C:8]([C:19]3[CH:20]=[N:21][NH:22][CH:23]=3)[C:7]2=[O:24])[CH2:5][CH2:4][CH2:3][CH2:2]1.[CH3:25][C:26]1([CH3:29])[CH2:28][O:27]1.C(=O)([O-])[O-].[K+].[K+]>CS(C)=O>[CH:1]1([N:6]2[C:11]3[N:12]=[C:13]([S:17][CH3:18])[N:14]=[C:15]([CH3:16])[C:10]=3[CH:9]=[C:8]([C:19]3[CH:20]=[N:21][N:22]([CH2:25][C:26]([OH:27])([CH3:29])[CH3:28])[CH:23]=3)[C:7]2=[O:24])[CH2:5][CH2:4][CH2:3][CH2:2]1 |f:2.3.4|. Reported procedure: To the solution of 8-Cyclopentyl-4-methyl-2-methylsulfanyl-6-(1H-pyrazol-4-yl)-8H-pyrido[2,3-d]pyrimidin-7-one (100 mg, 0.29 mmol) in 5 ml of DMSO were added 2,2-Dimethyl-oxirane (0.03 ml, 1.20 eq.), and potassium carbonate (40.5 mg, 1.00 eq.) under nitrogen. The reaction mixture was stirred at room temperature. After two hours, no reaction. The reaction mixture was heated to 100° C. for 30 min. Some product was formed. It was continued heating for 1 hour. Starting material was gone. The reactio... Reactants: (polystyrylmethyl)trimethylammonium cyanoborohydride, C=O (formaldehyde), C(C)(=O)O (acetic acid), ClC1=CC=C(C=C1)C1=CC2=C(C(N(N=C2)CC2=NC(=CC=C2)OC2CCNCC2)=O)S1 (2-(4-chlorophenyl)-6-{[6-(piperidin-4-yloxy)pyridin-2-yl]methyl}thieno[2,3-d]pyridazin-7(6H)-one), (polystyrylmethyl)trimethylammonium cyanoborohydride, C=O (formaldehyde). Reagents/catalysts: C(C)(=O)O (acetic acid). Run in C(Cl)Cl.CO (DCM MeOH). Run at time 2 hour. Product: ClC1=CC=C(C=C1)C1=CC2=C(C(N(N=C2)CC2=NC(=CC=C2)OC2CCN(CC2)C)=O)S1 (2-(4-Chlorophenyl)-6-({6-[(1-methylpiperidin-4-yl)oxy]pyridin-2-yl}methyl)thieno[2,3-d]pyridazin-7(6H)-one). As a reaction SMILES: [Cl:1][C:2]1[CH:7]=[CH:6][C:5]([C:8]2[S:31][C:11]3[C:12](=[O:30])[N:13]([CH2:16][C:17]4[CH:22]=[CH:21][CH:20]=[C:19]([O:23][CH:24]5[CH2:29][CH2:28][NH:27][CH2:26][CH2:25]5)[N:18]=4)[N:14]=[CH:15][C:10]=3[CH:9]=2)=[CH:4][CH:3]=1.C=O.[C:34](O)(=O)C>C(Cl)Cl.CO.C(O)(=O)C>[Cl:1][C:2]1[CH:3]=[CH:4][C:5]([C:8]2[S:31][C:11]3[C:12](=[O:30])[N:13]([CH2:16][C:17]4[CH:22]=[CH:21][CH:20]=[C:19]([O:23][CH:24]5[CH2:25][CH2:26][N:27]([CH3:34])[CH2:28][CH2:29]5)[N:18]=4)[N:14]=[CH:15][C:10]=3[CH:9]=2)=[CH:6][CH:7]=1 |f:3.4|. Procedure: To a solution of 2-(4-chlorophenyl)-6-{[6-(piperidin-4-yloxy)pyridin-2-yl]methyl}thieno[2,3-d]pyridazin-7(6H)-one (0.16 g, 0.34 mmol) in DCM/MeOH (1:1, 10 mL) was added (polystyrylmethyl)trimethylammonium cyanoborohydride (0.25 g, 1.03 mmol), 36% aq. formaldehyde (0.05 mL, 0.69 mmol) and acetic acid (one drop). After 3 hours of stirring one additional amount of (polystyrylmethyl)trimethylammonium cyanoborohydride, formaldehyde and acetic acid added to the reaction mixture and stirred for two hou... The reactants are NCCCNC=1SC=CN1 (2-(3-aminopropylamino)thiazole), NC=1SC=CN1 (2-aminothiazole), C(C1=CC=CC=C1)(=O)N=C=S (benzoyl isothiocyanate). Product: C(C1=CC=CC=C1)(=O)NC(=S)NCCCNC=1SC=CN1 (N-benzoyl-N'-[3-(2-thiazolylamino)propyl]thiourea). RXN SMILES: [NH2:1][CH2:2][CH2:3][CH2:4][NH:5][C:6]1[S:7][CH:8]=[CH:9][N:10]=1.NC1SC=CN=1.[C:17]([N:25]=[C:26]=[S:27])(=[O:24])[C:18]1[CH:23]=[CH:22][CH:21]=[CH:20][CH:19]=1>>[C:17]([NH:25][C:26]([NH:1][CH2:2][CH2:3][CH2:4][NH:5][C:6]1[S:7][CH:8]=[CH:9][N:10]=1)=[S:27])(=[O:24])[C:18]1[CH:23]=[CH:22][CH:21]=[CH:20][CH:19]=1. Reported procedure: By the procedure of Example 46, reacting 2-(3-aminopropylamino)thiazole (prepared from 2-aminothiazole by the method of Example 53) with benzoyl isothiocyanate gives N-benzoyl-N'-[3-(2-thiazolylamino)propyl]thiourea. Removing the benzoyl group by the procedure of Example 46 gives N-[3-(2-thiazolylamino)propyl)thiourea. The reactants are [BH4-], CCO, O=C1CCCc2c(Oc3ccc(-c4c5cccc(C(F)(F)F)c5nn4Cc4ccc(Cl)cc4F)cc3)cccc21, [Na+]. The product is OC1CCCc2c(Oc3ccc(-c4c5cccc(C(F)(F)F)c5nn4Cc4ccc(Cl)cc4F)cc3)cccc21. RXN SMILES: [BH4-:41].[CH3:43][CH2:44][OH:45].[Cl:1][c:2]1[cH:3][c:4]([F:40])[c:5]([CH2:6][n:7]2[n:8][c:9]3[c:10]([C:34]([F:35])([F:36])[F:37])[cH:11][cH:12][cH:13][c:14]3[c:15]2-[c:16]2[cH:17][cH:18][c:19]([O:20][c:21]3[c:22]4[c:27]([cH:28][cH:29][cH:30]3)[C:26](=[O:31])[CH2:25][CH2:24][CH2:23]4)[cH:32][cH:33]2)[cH:38][cH:39]1.[Na+:42]>>[Cl:1][c:2]1[cH:3][c:4]([F:40])[c:5]([CH2:6][n:7]2[n:8][c:9]3[c:10]([C:34]([F:35])([F:36])[F:37])[cH:11][cH:12][cH:13][c:14]3[c:15]2-[c:16]2[cH:17][cH:18][c:19]([O:20][c:21]3[c:22]4[c:27]([cH:28][cH:29][cH:30]3)[CH:26]([OH:31])[CH2:25][CH2:24][CH2:23]4)[cH:32][cH:33]2)[cH:38][cH:39]1. Reactants: C(C)(C)(C)OC(=O)N1CCC(CC1)=CC1=CC=C(C=C1)F (N-t-butoxycarbonyl-4-(4-fluorobenzylidene)piperidine), ice, Cl (hydrogen chloride). Run in O1CCOCC1 (dioxane). Conditions: time 2 hour. Yields the product Cl.FC1=CC=C(C=C2CCNCC2)C=C1 (4-(4-fluorobenzylidene)piperidine hydrochloride). Reaction SMILES: C(OC([N:8]1[CH2:13][CH2:12][C:11](=[CH:14][C:15]2[CH:20]=[CH:19][C:18]([F:21])=[CH:17][CH:16]=2)[CH2:10][CH2:9]1)=O)(C)(C)C.[ClH:22]>O1CCOCC1>[ClH:22].[F:21][C:18]1[CH:17]=[CH:16][C:15]([CH:14]=[C:11]2[CH2:10][CH2:9][NH:8][CH2:13][CH2:12]2)=[CH:20][CH:19]=1 |f:3.4|. Procedure: To 55.00 g of N-t-butoxycarbonyl-4-(4-fluorobenzylidene)piperidine was added 475 ml of an ice-cooled solution of 4 N hydrogen chloride in dioxane, followed by stirring at room temperature for 2 hours. The reaction solution was concentrated under reduced pressure, and the resulting crystals were recrystallized from isopropanol to give 40.72 g of 4-(4-fluorobenzylidene)piperidine hydrochloride. The reactants are CO, O=C(OCc1ccccc1)N1CCN(Cc2ccncn2)CC1. The product is c1cc(CN2CCNCC2)ncn1. As a reaction SMILES: [CH3:24][OH:25].[n:1]1[cH:2][n:3][c:4]([CH2:7][N:8]2[CH2:9][CH2:10][N:11]([C:14]([O:15][CH2:16][c:17]3[cH:18][cH:19][cH:20][cH:21][cH:22]3)=[O:23])[CH2:12][CH2:13]2)[cH:5][cH:6]1>>[n:1]1[cH:2][n:3][c:4]([CH2:7][N:8]2[CH2:9][CH2:10][NH:11][CH2:12][CH2:13]2)[cH:5][cH:6]1. The reactants are BrC=1C=NC(=NC1)I (5-Bromo-2-iodopyrimidine), FC1=C(C=CC(=C1F)OCCCCCCCC)C1=NC=C(C=N1)Br (2-(2',3'-Difluoro-4'-octyloxyphenyl)-5-bromopyrimidine), FC1=C(C=CC(=C1)OCC1=CC=CC=C1)B(O)O (2-fluoro-4-benzyloxyphenylboronic acid), C([O-])([O-])=O.[Na+].[Na+] (sodium carbonate). Reagents/catalysts: C=1C=CC(=CC1)[P](C=2C=CC=CC2)(C=3C=CC=CC3)[Pd]([P](C=4C=CC=CC4)(C=5C=CC=CC5)C=6C=CC=CC6)([P](C=7C=CC=CC7)(C=8C=CC=CC8)C=9C=CC=CC9)[P](C=1C=CC=CC1)(C=1C=CC=CC1)C=1C=CC=CC1 (tetrakis(triphenylphosphine)palladium). The solvent is COCCOC (DME). Product: FC1=C(C=CC(=C1)OCC1=CC=CC=C1)C1=NC=C(C=N1)Br (2-(2'-Fluoro-4'-benzyloxyphenyl)-5-bromopyrimidine). Isolated yield 53.0%. As a reaction SMILES: BrC1C=NC(I)=NC=1.FC1C=C(OCC2C=CC=CC=2)C=CC=1B(O)O.C(=O)([O-])[O-].[Na+].[Na+].[F:33][C:34]1[C:39](F)=[C:38]([O:41][CH2:42][CH2:43][CH2:44][CH2:45][CH2:46][CH2:47][CH2:48]C)[CH:37]=[CH:36][C:35]=1[C:50]1[N:55]=[CH:54][C:53]([Br:56])=[CH:52][N:51]=1>C1C=CC([P]([Pd]([P](C2C=CC=CC=2)(C2C=CC=CC=2)C2C=CC=CC=2)([P](C2C=CC=CC=2)(C2C=CC=CC=2)C2C=CC=CC=2)[P](C2C=CC=CC=2)(C2C=CC=CC=2)C2C=CC=CC=2)(C2C=CC=CC=2)C2C=CC=CC=2)=CC=1.COCCOC>[F:33][C:34]1[CH:39]=[C:38]([O:41][CH2:42][C:43]2[CH:44]=[CH:45][CH:46]=[CH:47][CH:48]=2)[CH:37]=[CH:36][C:35]=1[C:50]1[N:51]=[CH:52][C:53]([Br:56])=[CH:54][N:55]=1 |f:2.3.4,^1:60,62,81,100|. Procedure details: --Quantities: 5-bromo-2-iodopyrimidine 2 (5.05 g, 17.7 mmol), 2-fluoro-4-benzyloxyphenylboronic acid 27 (4.84 g, 19.7 mmol), tetrakis(triphenylphosphine)palladium (680 mg, 0.59 mmol), 2M sodium carbonate (50 ml), DME (50 ml). The experimental procedure was as described for compound 4 to yield the benzyloxyfluorophenylpyrimidine 28 (3.34 g, 53%) (from MeOH), m.p. 124.2° C.; νmax /cm-1 (KBr) 3030, 2860, 1615s, 1430, 1420, 1320, 1215, 1020 and 830, δ 5.22 (2H, s, CH2), 6.75-6.89 (2H, m, 3'- and 5'-...